Dataset: the Open Reaction Database (ORD), a public repository of structured organic reaction records. Task: describe an organic reaction: reactants, conditions, products, and yield The reactants are C(C)OC(=O)C1=CN=C2SC=C(N21)C (3-Methylimidazo[2,1-b]thiazole-5-carboxylic acid ethyl ester), [H-].[H-].[H-].[H-].[Li+].[Al+3] (LiAlH4). Run in C1CCOC1 (THF). Yields the product CC=1N2C(SC1)=NC=C2CO (3-Methylimidazo[2,1-b]thiazole-5-Methanol). The yield is 76.2%. RXN SMILES: C([O:3][C:4]([C:6]1[N:13]2[C:9]([S:10][CH:11]=[C:12]2[CH3:14])=[N:8][CH:7]=1)=O)C.[H-].[H-].[H-].[H-].[Li+].[Al+3]>C1COCC1>[CH3:14][C:12]1[N:13]2[C:6]([CH2:4][OH:3])=[CH:7][N:8]=[C:9]2[S:10][CH:11]=1 |f:1.2.3.4.5.6|. Procedure: A solution of 3-Methylimidazo[2,1-b]thiazole-5-carboxylic acid ethyl ester (Formula C-4) (1.93 g, 9.2 mmol) in dry THF (20 ml) at 0° was treated with LiAlH4 (12.3 mmols, 0.47 gms) and reacted at 25° for 2 hours. The reaction was quenched by serial additions of 2% aqueous.. THF (24 mL), 15% NAOH (0.47 mL), and 2% aqueous THF (1.5 mL). The suspension was filtered and the filtrate was concentrated to a white solid (1.48 gm). The solid was recrystallized from isopropanol to yield pure 3-Methylimidaz... Reactants: [OH-].[Li+] (Lithium hydroxide), FC(C=1N=CN(C1)C1=CC=C(OC(CCC)C2=CC=C(C(=O)NCCC(=O)OC)C=C2)C=C1)(F)F ((+/−)-methyl 3-(4-(1-(4-(4-(trifluoromethyl)-1H-imidazol-1-yl)phenoxy)butyl)benzamido)propanoate), Cl (HCl). The solvent is O1CCCC1 (tetrahydrofuran). Conditions: time 5 hour. Product: FC(C=1N=CN(C1)C1=CC=C(OC(CCC)C2=CC=C(C(=O)NCCC(=O)O)C=C2)C=C1)(F)F ((+/−)-3-(4-(1-(4-(4-(trifluoromethyl)-1H-imidazol-1-yl)phenoxy)butyl)benzamido)propanoic acid). Isolated yield 98.2%. As a reaction SMILES: [OH-].[Li+].[F:3][C:4]([F:37])([F:36])[C:5]1[N:6]=[CH:7][N:8]([C:10]2[CH:35]=[CH:34][C:13]([O:14][CH:15]([C:19]3[CH:33]=[CH:32][C:22]([C:23]([NH:25][CH2:26][CH2:27][C:28]([O:30]C)=[O:29])=[O:24])=[CH:21][CH:20]=3)[CH2:16][CH2:17][CH3:18])=[CH:12][CH:11]=2)[CH:9]=1.Cl>O1CCCC1>[F:37][C:4]([F:3])([F:36])[C:5]1[N:6]=[CH:7][N:8]([C:10]2[CH:35]=[CH:34][C:13]([O:14][CH:15]([C:19]3[CH:33]=[CH:32][C:22]([C:23]([NH:25][CH2:26][CH2:27][C:28]([OH:30])=[O:29])=[O:24])=[CH:21][CH:20]=3)[CH2:16][CH2:17][CH3:18])=[CH:12][CH:11]=2)[CH:9]=1 |f:0.1|. Reported procedure: Lithium hydroxide (1.0 mL, 1N in water, 1.0 mmol) was added to a room temperature solution of (+/−)-methyl 3-(4-(1-(4-(4-(trifluoromethyl)-1H-imidazol-1-yl)phenoxy)butyl)benzamido)propanoate (89 mg, 0.18 mmol) in tetrahydrofuran (2 mL). The solution was stirred at room temperature 5 hours. The mixture was acidified to pH=2 with 1N HCl, and extracted with ethyl acetate. The organic layer was dried over magnesium sulfate, filtered and concentrated to give (+/−)-3-(4-(1-(4-(4-(trifluoromethyl)-1H-i... Starting materials: ClC1=C(C(=NC(=N1)OC)NNC([C@@H](CN(C=O)OCC1=CC=CC=C1)CC1CCCC1)=O)F ([(2R)-3-{2-[6-Chloro-5-fluoro-2-(methyloxy)-4-pyrimidinyl]hydrazino}-2-(cyclopentylmethyl)-3-oxopropyl][(phenylmethyl)oxy]formamide), C(C)N1CCNCC1 (1-ethylpiperazine), C(C)(C)N(CC)C(C)C (diisopropylethylamine). Solvent: CS(=O)C (DMSO). The product is C1(CCCC1)C[C@H](CN(C=O)OCC1=CC=CC=C1)C(=O)NNC1=NC(=NC(=C1F)N1CCN(CC1)CC)OC (((2R)-2-(cyclopentylmethyl)-3-{2-[6-(4-ethyl-1-piperazinyl)-5-fluoro-2-(methyloxy)-4-pyrimidinyl]hydrazino}-3-oxopropyl)[(phenylmethyl)oxy]formamide). Isolated yield 83.9%. RXN SMILES: Cl[C:2]1[N:7]=[C:6]([O:8][CH3:9])[N:5]=[C:4]([NH:10][NH:11][C:12](=[O:32])[C@H:13]([CH2:26][CH:27]2[CH2:31][CH2:30][CH2:29][CH2:28]2)[CH2:14][N:15]([O:18][CH2:19][C:20]2[CH:25]=[CH:24][CH:23]=[CH:22][CH:21]=2)[CH:16]=[O:17])[C:3]=1[F:33].[CH2:34]([N:36]1[CH2:41][CH2:40][NH:39][CH2:38][CH2:37]1)[CH3:35].C(N(C(C)C)CC)(C)C>CS(C)=O>[CH:27]1([CH2:26][C@@H:13]([C:12]([NH:11][NH:10][C:4]2[C:3]([F:33])=[C:2]([N:39]3[CH2:40][CH2:41][N:36]([CH2:34][CH3:35])[CH2:37][CH2:38]3)[N:7]=[C:6]([O:8][CH3:9])[N:5]=2)=[O:32])[CH2:14][N:15]([O:18][CH2:19][C:20]2[CH:25]=[CH:24][CH:23]=[CH:22][CH:21]=2)[CH:16]=[O:17])[CH2:31][CH2:30][CH2:29][CH2:28]1. Procedure: [(2R)-3-{2-[6-Chloro-5-fluoro-2-(methyloxy)-4-pyrimidinyl]hydrazino}-2-(cyclopentylmethyl)-3-oxopropyl][(phenylmethyl)oxy]formamide (0.150 g, 0.31 mmol), commercially available 1-ethylpiperazine (0.080 mL, 0.63 mmol) and diisopropylethylamine (0.054 mL, 0.31 mmol) were stirred in DMSO (2 mL) overnight at 65° C. The reaction mixture was then purified by RP-HPLC to provide ((2R)-2-(cyclopentylmethyl)-3-{2-[6-(4-ethyl-1-piperazinyl)-5-fluoro-2-(methyloxy)-4-pyrimidinyl]hydrazino}-3-oxopropyl)[(phen... RXN SMILES: [H-].[Al+3].[Li+].[H-].[H-].[H-].[Cl:7][C:8]1[CH:9]=[CH:10][C:11]2[C:12]([CH3:24])=[C:13]3[C:21](=O)[NH:20][CH2:19][C@@H:18]([CH3:23])[N:14]3[C:15]=2[C:16]=1[CH3:17].[C:25]([OH:30])(=[O:29])[C:26]([OH:28])=[O:27]>C(O)C>[C:25]([OH:30])(=[O:29])[C:26]([OH:28])=[O:27].[Cl:7][C:8]1[CH:9]=[CH:10][C:11]2[C:12]([CH3:24])=[C:13]3[CH2:21][NH:20][CH2:19][C@@H:18]([CH3:23])[N:14]3[C:15]=2[C:16]=1[CH3:17] |f:0.1.2.3.4.5,9.10|. Product: C(C(=O)O)(=O)O.ClC=1C=CC=2C(=C3N(C2C1C)[C@@H](CNC3)C)C ((R)-7-Chloro-4,6,10-trimethyl-1,2,3,4-tetrahydro-pyrazino[1,2-a]indole oxalate). Yield: 45.1%. Run in C(C)O (ethanol). Procedure: Lithium aluminium hydride (64 mg, 1.67 mmol) was added in portions to a solution of (R)-7-chloro-4,6,10-trimethyl-3,4-dihydro-2H-pyrazino[1,2-a]indol-1-one (200 mg, 0.76 mmol) and the resulting suspension was heated to reflux for 5 h. After cooling the reaction was quenched by careful addition of 1 M aqueous sodium potassium tartrate solution (20 mL). Then ether (20 mL) was added; the organic layer was separated, washed with brine, dried (Na2SO4), and evaporated. The residue was dissolved in eth... The reactants are [H-].[Al+3].[Li+].[H-].[H-].[H-] (Lithium aluminium hydride), ClC=1C=CC=2C(=C3N(C2C1C)[C@@H](CNC3=O)C)C ((R)-7-chloro-4,6,10-trimethyl-3,4-dihydro-2H-pyrazino[1,2-a]indol-1-one), C(C(=O)O)(=O)O (oxalic acid). The reactants are CN(C)P(=O)(N(C)C)N(C)C (HMPA), [Li+].CC(C)[N-]C(C)C (LDA), Cl (hydrochloric acid), CC1(OC(=CC(O1)=O)C)C (2,2-dimethyl-6-methyl-1,3-dioxin-4-one), C(C1=CC=CC=C1)OCC(=O)Cl (benzyloxyacetyl chloride). Solvent: C(C)(=O)OCC (ethyl acetate), CCOCC (ether), CCOCC (ether). Conditions: temperature -78 celsius, time 30 minute. Product: CC1(OC(=CC(O1)=O)CC(COCC1=CC=CC=C1)=O)C (2,2-dimethyl-6-(3-benzyloxy-2-oxopropyl)-1,3-dioxin-4-one). Isolated yield 67.2%. As a reaction SMILES: CN(P(N(C)C)(N(C)C)=O)C.[CH3:12][C:13]1([CH3:21])[O:18][C:17](=[O:19])[CH:16]=[C:15]([CH3:20])[O:14]1.[CH2:22]([O:29][CH2:30][C:31](Cl)=[O:32])[C:23]1[CH:28]=[CH:27][CH:26]=[CH:25][CH:24]=1.[Li+].CC([N-]C(C)C)C.Cl>C(OCC)(=O)C.CCOCC>[CH3:12][C:13]1([CH3:21])[O:18][C:17](=[O:19])[CH:16]=[C:15]([CH2:20][C:31](=[O:32])[CH2:30][O:29][CH2:22][C:23]2[CH:28]=[CH:27][CH:26]=[CH:25][CH:24]=2)[O:14]1 |f:3.4|. Procedure: In an argon gas stream, 13.75 ml of n-butyl lithium (1.6M solution in hexane) were added to 60 ml of an ether solution containing 2.35 g (0.022 mol) of diisopropylamine at -20° C. to form LDA. After stirring for 30 minutes, the solution was cooled to -78° C., and 6.93 ml (0.04 mol) of HMPA were added thereto, followed by stirring for 15 minutes. Afterward, a mixture of 2.84 g (0.02 mol) of 2,2-dimethyl-6-methyl-1,3-dioxin-4-one and 60 ml of ether as well as 60 ml of an ether solution containing ... Conditions: time 6 hour. The reactants are BrC1=CC=C(C(C(=O)O)=C1)O (5-bromosalicylic acid), [OH-].[Na+] (sodium hydroxide), S(=O)(=O)(OC)OC (dimethyl sulfate), [OH-].[Na+] (sodium hydroxide), S(=O)(=O)(OC)OC (dimethyl sulfate). The product is BrC=1C=CC(=C(C(=O)O)C1)OC (5-bromo-2-methoxybenzoic acid). Reaction SMILES: [Br:1][C:2]1[CH:10]=[C:6]([C:7]([OH:9])=[O:8])[C:5]([OH:11])=[CH:4][CH:3]=1.[OH-].[Na+].S(OC)(O[CH3:18])(=O)=O>O>[Br:1][C:2]1[CH:3]=[CH:4][C:5]([O:11][CH3:18])=[C:6]([CH:10]=1)[C:7]([OH:9])=[O:8] |f:1.2|. The solvent is O (water). Procedure details: The starting material is prepared as follows: The solution of 110 g of 5-bromosalicylic acid in 900 ml of water and 48 g of sodium hydroxide is stirred while 60 ml of dimethyl sulfate are added. The mixture is stirred at 70° for 3 hours, whereupon 50 ml of 50% aqueous sodium hydroxide are added, followed slowly by 60 ml of dimethyl sulfate. After stirring at 70° for 6 hours the last step is repeated and the mixture warmed 17 hours longer. It is cooled in an ice bath, filtered, the filtrate stirr... The reactants are BrCC(=O)C1=C(C=CC=C1)OC (2-bromo-2′-methoxyacetophenon), COC=1C=C(C=CC1N1C=NC(=C1)C)NC(=S)N ([3-methoxy-4-(4-methyl-imidazol-1-yl)-phenyl]-thiourea). Product: COC=1C=C(C=CC1N1C=NC(=C1)C)NC=1SC=C(N1)C1=C(C=CC=C1)OC ([3-methoxy-4-(4-methyl-imidazol-1-yl)-phenyl]-[4-(2-methoxy-phenyl)-thiazol-2-yl]-amine). The yield is 88.3%. As a reaction SMILES: Br[CH2:2][C:3]([C:5]1[CH:10]=[CH:9][CH:8]=[CH:7][C:6]=1[O:11][CH3:12])=O.[CH3:13][O:14][C:15]1[CH:16]=[C:17]([NH:27][C:28]([NH2:30])=[S:29])[CH:18]=[CH:19][C:20]=1[N:21]1[CH:25]=[C:24]([CH3:26])[N:23]=[CH:22]1>>[CH3:13][O:14][C:15]1[CH:16]=[C:17]([NH:27][C:28]2[S:29][CH:2]=[C:3]([C:5]3[CH:10]=[CH:9][CH:8]=[CH:7][C:6]=3[O:11][CH3:12])[N:30]=2)[CH:18]=[CH:19][C:20]=1[N:21]1[CH:25]=[C:24]([CH3:26])[N:23]=[CH:22]1. Procedure: The title compound was prepared in analogy to example 1 step e) from 77 mg (0.33 mmol) 2-bromo-2′-methoxyacetophenon and 79 mg (0.3 mmol) [3-methoxy-4-(4-methyl-imidazol-1-yl)-phenyl]-thiourea. The crude product was purified through stirring with methylene chloride at room temperature yielding 104 mg (88%) [3-methoxy-4-(4-methyl-imidazol-1-yl)-phenyl]-[4-(2-methoxy-phenyl)-thiazol-2-yl]-amine as a light yellow solid. MS ISP (m/e): 393.2 (100) (M+H)+. 1H NMR (DMSO-D6, 250 MHz): δ (ppm)=10.65 (s, ... Starting materials: BrC1=CC(=C2C(=NC=NC2=C1)NC1=C(C=C(C=C1)F)O)F (2-[(7-bromo-5-fluoro-quinazolin-4-yl)amino]-5-fluoro-phenol), C(C)OC([C@H](C)O)=O ((S)-2-Hydroxy-propionic acid ethyl ester), C1=CC=C(C=C1)P(C2=CC=CC=C2)C3=CC=CC=C3 (PPh3), C1CCOC1 (THF). The product is BrC1=CC(=C2C(=NC=NC2=C1)NC1=C(O[C@@H](C(=O)OCC)C)C=C(C=C1)F)F (ethyl (2R)-2-[2-[(7-bromo-5-fluoro-quinazolin-4-yl)amino]-5-fluoro-phenoxy]propanoate). As a reaction SMILES: [Br:1][C:2]1[CH:11]=[C:10]2[C:5]([C:6]([NH:12][C:13]3[CH:18]=[CH:17][C:16]([F:19])=[CH:15][C:14]=3[OH:20])=[N:7][CH:8]=[N:9]2)=[C:4]([F:21])[CH:3]=1.[CH2:22]([O:24][C:25](=[O:29])[C@@H:26](O)[CH3:27])[CH3:23].C1C=CC(P(C2C=CC=CC=2)C2C=CC=CC=2)=CC=1.C1COCC1>>[Br:1][C:2]1[CH:11]=[C:10]2[C:5]([C:6]([NH:12][C:13]3[CH:18]=[CH:17][C:16]([F:19])=[CH:15][C:14]=3[O:20][C@H:26]([CH3:27])[C:25]([O:24][CH2:22][CH3:23])=[O:29])=[N:7][CH:8]=[N:9]2)=[C:4]([F:21])[CH:3]=1. Reported procedure: To a mixture of 28 g (79.5 mmol) 2-[(7-bromo-5-fluoro-quinazolin-4-yl)amino]-5-fluoro-phenol, 9.4 g (79.5 mmol) (S)-2-Hydroxy-propionic acid ethyl ester, 25.1 g (95.6 mmol) PPh3 and THF 22 g (95.4 mmol) di-tert-butyl azodicarboxylate are added and the mixture stirred over night. The solvent is evaporated and isopropanol is added, the precipitate is filtered off and dried furnishing ethyl (2R)-2-[2-[(7-bromo-5-fluoro-quinazolin-4-yl)amino]-5-fluoro-phenoxy]propanoate.